Dataset: the Open Reaction Database (ORD), a public repository of structured organic reaction records. Task: describe an organic reaction: reactants, conditions, products, and yield The reactants are [N-]=[N+]=C(c1ccccc1)c1ccccc1, CON=C(C(=O)NC1C(=O)N2C(C(=O)O)=C(OS(=O)(=O)C(F)(F)F)CCC12)c1nsc(N)n1. The product is CON=C(C(=O)NC1C(=O)N2C(C(=O)OC(c3ccccc3)c3ccccc3)=C(OS(=O)(=O)C(F)(F)F)CCC12)c1nsc(N)n1. As a reaction SMILES: [N+:34](=[N-:35])=[C:36]([c:37]1[cH:38][cH:39][cH:40][cH:41][cH:42]1)[c:43]1[cH:44][cH:45][cH:46][cH:47][cH:48]1.[NH2:1][c:2]1[n:3][c:4]([C:7]([C:8](=[O:9])[NH:10][CH:11]2[CH:12]3[CH2:13][CH2:14][C:15]([O:23][S:24](=[O:25])(=[O:26])[C:27]([F:28])([F:29])[F:30])=[C:16]([C:20](=[O:21])[OH:22])[N:17]3[C:18]2=[O:19])=[N:31][O:32][CH3:33])[n:5][s:6]1>>[NH2:1][c:2]1[n:3][c:4]([C:7]([C:8](=[O:9])[NH:10][CH:11]2[CH:12]3[CH2:13][CH2:14][C:15]([O:23][S:24](=[O:25])(=[O:26])[C:27]([F:28])([F:29])[F:30])=[C:16]([C:20]([O:21][CH:36]([c:37]4[cH:38][cH:39][cH:40][cH:41][cH:42]4)[c:43]4[cH:44][cH:45][cH:46][cH:47][cH:48]4)=[O:22])[N:17]3[C:18]2=[O:19])=[N:31][O:32][CH3:33])[n:5][s:6]1. Reactants: ClCc1cccc(Oc2ncc(Br)cn2)c1, CCOC(C)=O, CCCCCCC, CCOP(OCC)OCC. Yields the product CCOP(=O)(Cc1cccc(Oc2ncc(Br)cn2)c1)OCC. As a reaction SMILES: [Br:1][c:2]1[cH:3][n:4][c:5]([O:8][c:9]2[cH:10][c:11]([CH2:15][Cl:16])[cH:12][cH:13][cH:14]2)[n:6][cH:7]1.[CH3:27][CH2:28][O:29][C:30](=[O:31])[CH3:32].[CH3:33][CH2:34][CH2:35][CH2:36][CH2:37][CH2:38][CH3:39].[P:17]([O:18][CH2:19][CH3:20])([O:21][CH2:22][CH3:23])[O:24][CH2:25][CH3:26]>>[Br:1][c:2]1[cH:3][n:4][c:5]([O:8][c:9]2[cH:10][c:11]([CH2:15][P:17]([O:18][CH2:19][CH3:20])([O:21][CH2:22][CH3:23])=[O:24])[cH:12][cH:13][cH:14]2)[n:6][cH:7]1.